Task: describe an organic reaction: reactants, conditions, products, and yield. Dataset: the Open Reaction Database (ORD), a public repository of structured organic reaction records Product: OC1=CC=C(C=C1)C=1SC=C(N1)C(=O)N (2-(4-Hydroxyphenyl)-1,3-thiazole-4-carboxamide). Conditions: temperature 0 celsius, time 5 hour. Reaction SMILES: [OH:1][C:2]1[CH:7]=[CH:6][C:5]([C:8]2[S:9][CH:10]=[C:11]([C:13]([OH:15])=O)[N:12]=2)=[CH:4][CH:3]=1.[Cl-].ClC=[N+:19](C)C.[OH-].[NH4+]>O1CCCC1>[OH:1][C:2]1[CH:7]=[CH:6][C:5]([C:8]2[S:9][CH:10]=[C:11]([C:13]([NH2:19])=[O:15])[N:12]=2)=[CH:4][CH:3]=1 |f:1.2,3.4|. Procedure: 2-(4-Hydroxyphenyl)-1,3-thiazole-4-carboxylic acid (0.835 g, 3.77 mmol) was dissolved in 20 ml of dry tetrahydrofuran and cooled to 0° C. (Chloromethylene)dimethylammonium chloride (0.58 g, 4.53 mmol) was added in one portion. The mixture was stirred at 0° C. for 5 h. 28% Ammonium hydroxide aqueous solution (5 ml) was added, and the reaction mixture was stirred for 15 h at the room temperature. The organic solvent was removed in vacuo and the residue was partitioned between ethyl acetate and sat... Solvent: O1CCCC1 (tetrahydrofuran). Reactants: [Cl-].ClC=[N+](C)C ((Chloromethylene)dimethylammonium chloride), OC1=CC=C(C=C1)C=1SC=C(N1)C(=O)O (2-(4-Hydroxyphenyl)-1,3-thiazole-4-carboxylic acid), [OH-].[NH4+] (Ammonium hydroxide). Starting materials: CC(=O)CC(=O)O (diacetate), N=O.CC1(NC(CCC1)(C)C)C (2,2,6,6-tetramethylpiperidine nitroxyl), COC=1C(=CC2=C(C(N3[C@H]([C@H](N2C(=O)OCC(Cl)(Cl)Cl)CO[Si](C)(C)C(C)(C)C)C[C@H](C3)O)=O)C1)OC ((11S,11aS,2R)-7,8-Dimethoxy-2-hydroxy-11-(tert-butyldimethylsilyloxymethyl)-10-(2,2,2-trichloroethoxycarbonyl)-1,2,3,10,11,11a-hexahydro-5H-pyrrolo[2,1-c][1,4]benzodiazepin-5-one). The solvent is C(Cl)Cl (DCM). Run at time 18 hour. Product: COC=1C(=CC2=C(C(N3[C@H]([C@H](N2C(=O)OCC(Cl)(Cl)Cl)CO[Si](C)(C)C(C)(C)C)CC(C3)=O)=O)C1)OC ((11S,11aS)-7,8-Dimethoxy-2-oxo-11-(tert-butyldimethylsilyloxymethyl)-10-(2,2,2-trichloroethoxycarbonyl)-1,2,3,10,11,11a-hexahydro-5H-pyrrolo[2,1-c][1,4]benzodiazepin-5-one). As a reaction SMILES: CC(CC(O)=O)=O.N=O.CC1(C)CCCC(C)(C)N1.[CH3:20][O:21][C:22]1[C:23]([O:55][CH3:56])=[CH:24][C:25]2[N:31]([C:32]([O:34][CH2:35][C:36]([Cl:39])([Cl:38])[Cl:37])=[O:33])[C@H:30]([CH2:40][O:41][Si:42]([C:45]([CH3:48])([CH3:47])[CH3:46])([CH3:44])[CH3:43])[C@@H:29]3[CH2:49][C@@H:50]([OH:52])[CH2:51][N:28]3[C:27](=[O:53])[C:26]=2[CH:54]=1>C(Cl)Cl>[CH3:20][O:21][C:22]1[C:23]([O:55][CH3:56])=[CH:24][C:25]2[N:31]([C:32]([O:34][CH2:35][C:36]([Cl:39])([Cl:37])[Cl:38])=[O:33])[C@H:30]([CH2:40][O:41][Si:42]([C:45]([CH3:48])([CH3:47])[CH3:46])([CH3:44])[CH3:43])[C@@H:29]3[CH2:49][C:50](=[O:52])[CH2:51][N:28]3[C:27](=[O:53])[C:26]=2[CH:54]=1 |f:1.2|. Procedure: Diodobenzene diacetate (2.44 g, 7.58 mmol, 1.78 Equiv.) and 2,2,6,6-tetramethylpiperidine nitroxyl (TEMPO) (133 mg, 0.85 mmol, 0.2 Equiv.) were added to a stirred solution of 25 (2.49 g, 4.26 mmol; 1.0 Equiv.) in dry DCM (40 mL). The mixture was stirred at room temperature for 18 h and the reaction mixture was diluted with DAM (50 mL). The organic phase was washed with said sodium bisulphite (2×25 mL), brine (40 mL), dried (MgSO4) and concentrated in vacuo. Purification by flash chromatography (... The reactants are C(C)OC(C(C)(OC1=C(C=C(C=C1)OCCC=1N=C(OC1C)C1=CC=CC=C1)C)C)=O (2-methyl-2-{2-methyl-4-[2-(5-methyl-2-phenyloxazol-4-yl)ethoxy]phenoxy}propionic acid ethyl ester), [OH-].[Na+] (NaOH). Solvent: C1CCOC1 (THF), CO (MeOH). Reaction conditions: temperature 55 celsius. Product: CC(C(=O)O)(C)OC1=C(C=C(C=C1)OCCC=1N=C(OC1C)C1=CC=CC=C1)C (2-Methyl-2-{2-methyl-4-[2-(5-methyl-2-phenyloxazol-4-yl)ethoxy]phenoxy}propionic acid). As a reaction SMILES: C([O:3][C:4](=[O:31])[C:5]([CH3:30])([O:7][C:8]1[CH:13]=[CH:12][C:11]([O:14][CH2:15][CH2:16][C:17]2[N:18]=[C:19]([C:23]3[CH:28]=[CH:27][CH:26]=[CH:25][CH:24]=3)[O:20][C:21]=2[CH3:22])=[CH:10][C:9]=1[CH3:29])[CH3:6])C.[OH-].[Na+]>C1COCC1.CO>[CH3:30][C:5]([O:7][C:8]1[CH:13]=[CH:12][C:11]([O:14][CH2:15][CH2:16][C:17]2[N:18]=[C:19]([C:23]3[CH:24]=[CH:25][CH:26]=[CH:27][CH:28]=3)[O:20][C:21]=2[CH3:22])=[CH:10][C:9]=1[CH3:29])([CH3:6])[C:4]([OH:31])=[O:3] |f:1.2|. Reported procedure: A solution of 2-methyl-2-{2-methyl-4-[2-(5-methyl-2-phenyloxazol-4-yl)ethoxy]phenoxy}propionic acid ethyl ester (5.00 g, 11.8 mmol) in THF (30 mL) and MeOH (60 mL) was treated with 5N aqueous NaOH (20 mL). The solution was heated at 55° C. for 1 h, cooled to ambient temperature, and concentrated in vacuo. The residue was treated with ice water (20 mL), acidified with 5N aqueous HCl (25 mL), and extracted with ethyl acetate (200 mL). The organic layer was washed with brine (40 mL), dried (Na2SO4)... Reactants: BrCc1ccc2nc(-c3ccccc3)ccc2c1, CCOCC, [Cl-], [Mg], [NH4+], O=C=O. The product is O=C(O)Cc1ccc2nc(-c3ccccc3)ccc2c1. As a reaction SMILES: [Br:1][CH2:2][c:3]1[cH:4][c:5]2[cH:6][cH:7][c:8](-[c:13]3[cH:14][cH:15][cH:16][cH:17][cH:18]3)[n:9][c:10]2[cH:11][cH:12]1.[CH3:25][CH2:26][O:27][CH2:28][CH3:29].[Cl-:23].[Mg:19].[NH4+:24].[O:20]=[C:21]=[O:22]>>[CH2:2]([c:3]1[cH:4][c:5]2[cH:6][cH:7][c:8](-[c:13]3[cH:14][cH:15][cH:16][cH:17][cH:18]3)[n:9][c:10]2[cH:11][cH:12]1)[C:21](=[O:20])[OH:22]. Reaction SMILES: [Al+3:7].[Br:1][CH2:2][C:3](=[O:4])[Br:5].[Cl-:6].[Cl-:8].[Cl-:9].[Cl:20][CH2:21][Cl:22].[OH2:19].[s:10]1[cH:11][c:12]([C:15](=[O:16])[O:17][CH3:18])[cH:13][cH:14]1>>[Br:1][CH2:2][C:3](=[O:4])[c:14]1[s:10][cH:11][c:12]([C:15](=[O:16])[O:17][CH3:18])[cH:13]1. Product: COC(=O)c1csc(C(=O)CBr)c1. Reactants: [Al+3], O=C(Br)CBr, [Cl-], [Cl-], [Cl-], ClCCl, O, COC(=O)c1ccsc1. Reactants: C(CCC)[Li] (n-butyl lithium), O1CCCC1 (tetrahydrofuran), CN(C(C1=C(C=CC(=C1)Cl)N)=O)OC (N-methyl-N-methyloxy-2-amino-5-chlorobenzamide), BrC=1SC(=CC1)CNC(=O)OC(C)(C)C (2-bromo-5-tert-butoxycarbonylaminomethylthiophene). Run in CCCCCC (hexane), C(C)OC(C)=O (acetic acid ethyl ester), O (water). Product: C(C)(C)(C)OC(=O)NCC=1SC(=CC1)C(=O)C1=C(N)C=CC(=C1)Cl (2-(2-tert-butoxycarbonylaminomethylthiophen-5-yl)carbonyl-4-chloroaniline). Yield: 7.3%. Reaction SMILES: O1CCCC1.CN(OC)[C:8](=[O:17])[C:9]1[CH:14]=[C:13]([Cl:15])[CH:12]=[CH:11][C:10]=1[NH2:16].Br[C:21]1[S:22][C:23]([CH2:26][NH:27][C:28]([O:30][C:31]([CH3:34])([CH3:33])[CH3:32])=[O:29])=[CH:24][CH:25]=1.C([Li])CCC>C(OC(=O)C)C.O.CCCCCC>[C:31]([O:30][C:28]([NH:27][CH2:26][C:23]1[S:22][C:21]([C:8]([C:9]2[CH:14]=[C:13]([Cl:15])[CH:12]=[CH:11][C:10]=2[NH2:16])=[O:17])=[CH:25][CH:24]=1)=[O:29])([CH3:34])([CH3:32])[CH3:33]. Procedure details: A tetrahydrofuran (60 ml) solution of N-methyl-N-methyloxy-2-amino-5-chlorobenzamide (4.96 g) and 2-bromo-5-tert-butoxycarbonylaminomethylthiophene (5.45 g) was cooled to −78° C. To the solution was gradually added dropwise a hexane solution of n-butyl lithium (1.6 mol/L) (47 ml). To the mixture were further added water (200 ml) and acetic acid ethyl ester (200 ml). The organic layer was washed with water and dried over anhydrous MgSO4, followed by distilling off the solvent. The residual oily c...